This data is from the Open Reaction Database (ORD), a public repository of structured organic reaction records. The task is: describe an organic reaction: reactants, conditions, products, and yield The reactants are C[C@H]1CN(CCN1)C(=O)OC(C)(C)C ((S)-tert-butyl 3-methylpiperazine-1-carboxylate), O-(7-azabenzotriazol-1-yl)-N,N,N,N-tetramethyl uronium hexafluorophosphate, C1(CCC1)NC(NC1=CC=C(C(=O)O)C=C1)=O (4-(3-cyclobutylureido)benzoic acid), C(C)N(C(C)C)C(C)C (N-ethyl-N-isopropylpropan-2-amine). Run at time 20 hour. Reaction SMILES: [CH3:1][C@@H:2]1[NH:7][CH2:6][CH2:5][N:4]([C:8]([O:10][C:11]([CH3:14])([CH3:13])[CH3:12])=[O:9])[CH2:3]1.[CH:15]1([NH:19][C:20](=[O:31])[NH:21][C:22]2[CH:30]=[CH:29][C:25]([C:26](O)=[O:27])=[CH:24][CH:23]=2)[CH2:18][CH2:17][CH2:16]1.C(N(C(C)C)C(C)C)C>CN(C)C=O>[CH:15]1([NH:19][C:20](=[O:31])[NH:21][C:22]2[CH:23]=[CH:24][C:25]([C:26]([N:7]3[CH2:6][CH2:5][N:4]([C:8]([O:10][C:11]([CH3:13])([CH3:12])[CH3:14])=[O:9])[CH2:3][C@@H:2]3[CH3:1])=[O:27])=[CH:29][CH:30]=2)[CH2:16][CH2:17][CH2:18]1. Yields the product C1(CCC1)NC(NC1=CC=C(C(=O)N2[C@H](CN(CC2)C(=O)OC(C)(C)C)C)C=C1)=O ((S)-tert-Butyl 4-(4-(3-cyclobutylureido)benzoyl)-3-methylpiperazine-1-carboxylate). Procedure details: To a solution of (S)-tert-butyl 3-methylpiperazine-1-carboxylate (0.10 g, 0.50 mmol) in N,N-dimethylformamide (5 mL) was added O-(7-azabenzotriazol-1-yl)-N,N,N,N-tetramethyl uronium hexafluorophosphate (0.190 g, 0.50 mmol, HATU), 4-(3-cyclobutylureido)benzoic acid (0.117 g, 0.50 mmol) and N-ethyl-N-isopropylpropan-2-amine (0.13 mL, 0.75 mmol). The reaction mixture was stirred at room temperature for 20 hours and concentrated under vacuum. The residue was diluted with dichloromethane (15 mL) and ... Run in CN(C=O)C (N,N-dimethylformamide). Isolated yield 69.6%.